This data is from the Open Reaction Database (ORD), a public repository of structured organic reaction records. The task is: describe an organic reaction: reactants, conditions, products, and yield Starting materials: C(=O)([O-])[O-].[Na+].[Na+] (Na2CO3), Cl[Sn]Cl (SnCl2), Cl (HCl), C(C)(C)(C)NCC1=C(C=CC(=C1)[N+](=O)[O-])N1CCN(CC1)C (tert-butyl({[2-(4-methylpiperazin-1-yl)-5-nitrophenyl]methyl})amine). Solvent: C1CCOC1 (THF), C1CCOC1 (THF). The product is C(C)(C)(C)NCC=1C=C(N)C=CC1N1CCN(CC1)C (3-[(tert-butylamino)methyl]-4-(4-methylpiperazin-1-yl)aniline). The yield is 49.0%. As a reaction SMILES: Cl[Sn]Cl.Cl.[C:5]([NH:9][CH2:10][C:11]1[CH:16]=[C:15]([N+:17]([O-])=O)[CH:14]=[CH:13][C:12]=1[N:20]1[CH2:25][CH2:24][N:23]([CH3:26])[CH2:22][CH2:21]1)([CH3:8])([CH3:7])[CH3:6].C([O-])([O-])=O.[Na+].[Na+]>C1COCC1>[C:5]([NH:9][CH2:10][C:11]1[CH:16]=[C:15]([CH:14]=[CH:13][C:12]=1[N:20]1[CH2:25][CH2:24][N:23]([CH3:26])[CH2:22][CH2:21]1)[NH2:17])([CH3:8])([CH3:7])[CH3:6] |f:3.4.5|. Procedure: A mixture of SnCl2 (0.364 g, 4 eq), 1.44 mL of HCl 1M and 5 mL of THF was added to a solution of tert-butyl({[2-(4-methylpiperazin-1-yl)-5-nitrophenyl]methyl})amine (0.147 g, 0.48 mmol) in 20 mL of THF. The reaction mixture was refluxed for 3 h and allowed to cool to room temperature. A saturated aqueous solution of Na2CO3 was added. The aqueous layer was extracted with DCM. The combined organic layers were dried over Na2SO4, filtered and evaporated. The residue was purified by flash chromatogra... Starting materials: CC=1C=C(N=NC1C1=CC(=CC=C1)[N+](=O)[O-])Cl (5-methyl-6-(m-nitrophenyl)-3-chloropyridazine), C(C)(C)(C)OC(NN)=O (t-butylcarbazate). Run in C(CCC)O (butanol). Yields the product C(C)(C)(C)OC(NNC=1N=NC(=C(C1)C)C1=CC(=CC=C1)[N+](=O)[O-])=O (t-Butyl-3-[5-methyl-6-(m-nitrophenyl)-3-pyridazinyl]carbazate). RXN SMILES: [CH3:1][C:2]1[CH:3]=[C:4](Cl)[N:5]=[N:6][C:7]=1[C:8]1[CH:13]=[CH:12][CH:11]=[C:10]([N+:14]([O-:16])=[O:15])[CH:9]=1.[C:18]([O:22][C:23](=[O:26])[NH:24][NH2:25])([CH3:21])([CH3:20])[CH3:19]>C(O)CCC>[C:18]([O:22][C:23](=[O:26])[NH:24][NH:25][C:4]1[N:5]=[N:6][C:7]([C:8]2[CH:13]=[CH:12][CH:11]=[C:10]([N+:14]([O-:16])=[O:15])[CH:9]=2)=[C:2]([CH3:1])[CH:3]=1)([CH3:21])([CH3:20])[CH3:19]. Procedure: A mixture of 5.49 g. of 5-methyl-6-(m-nitrophenyl)-3-chloropyridazine and 8.71 g. of t-butylcarbazate in 100 ml. of butanol is heated at reflux for 3 hours and then allowed to cool to room temperature overnight. The butanol is removed on a rotating evaporator leaving a heavy liquid residue. The final product is obtained after crystallization from a minimum amount of methanol on standing, washing with methanol, water and drying, m.p. 160°-162° C. Starting materials: C(#N)C1=CC=C(C=C1)O (4-cyanophenol), C1N2CN3CN1CN(C2)C3 (hexamethylenetetramine), S(O)(O)(=O)=O (sulfuric acid), O (water). Run in FC(C(=O)O)(F)F (trifluoroacetic acid). Conditions: temperature 100 celsius, time 9 hour. Yields the product C(#N)C=1C=CC(=C(C=O)C1)O (5-Cyano-2-hydroxybenzaldehyde). Isolated yield 13.0%. Reaction SMILES: [C:1]([C:3]1[CH:8]=[CH:7][C:6]([OH:9])=[CH:5][CH:4]=1)#[N:2].[CH2:10]1N2CN3CN(C2)CN1C3.S(=O)(=O)(O)O.[OH2:25]>FC(F)(F)C(O)=O>[C:1]([C:3]1[CH:4]=[CH:5][C:6]([OH:9])=[C:7]([CH:8]=1)[CH:10]=[O:25])#[N:2]. Procedure: To a solution of 4-cyanophenol (25.0 g) in trifluoroacetic acid (150 ml) was added hexamethylenetetramine (50.0 g) and the mixture was stirred at 100° C. for 9 hours. After cooling to room temperature, sulfuric acid (50 ml) and water (300 ml) were added to the reaction mixture. The resulting mixture was stirred at room temperature for 1 hour. The reaction mixture was extracted with dichloromethane. The extract was washed with water and brine. The organic layer was dried over anhydrous magnesium ... Starting materials: CCCCc1nc(Cl)c(C=C(Cc2ccccc2)C(=O)OC)n1Cc1ccc(I)cc1, CN(C)C=O, CCCC[Sn](CCCC)(CCCC)c1c(OC(C)C)c(=O)c1=O, [I-], c1ccc(P(c2ccccc2)(c2ccccc2)[Pd](P(c2ccccc2)(c2ccccc2)c2ccccc2)(P(c2ccccc2)(c2ccccc2)c2ccccc2)P(c2ccccc2)(c2ccccc2)c2ccccc2)cc1. Product: CCCCc1nc(Cl)c(C=C(Cc2ccccc2)C(=O)OC)n1Cc1ccc(-c2c(OC(C)C)c(=O)c2=O)cc1. As a reaction SMILES: [CH2:1]([c:2]1[cH:3][cH:4][cH:5][cH:6][cH:7]1)[C:8]([C:9](=[O:10])[O:11][CH3:12])=[CH:13][c:14]1[c:15]([Cl:31])[n:16][c:17]([CH2:27][CH2:28][CH2:29][CH3:30])[n:18]1[CH2:19][c:20]1[cH:21][cH:22][c:23]([I:26])[cH:24][cH:25]1.[CH3:133][N:134]([CH3:135])[CH:136]=[O:137].[CH:32]([CH3:33])([CH3:34])[O:35][c:36]1[c:37](=[O:54])[c:38](=[O:53])[c:39]1[Sn:40]([CH2:41][CH2:42][CH2:43][CH3:44])([CH2:45][CH2:46][CH2:47][CH3:48])[CH2:49][CH2:50][CH2:51][CH3:52].[I-:55].[cH:56]1[cH:57][cH:58][c:59]([P:60]([Pd:61]([P:62]([c:63]2[cH:64][cH:65][cH:66][cH:67][cH:68]2)([c:69]2[cH:70][cH:71][cH:72][cH:73][cH:74]2)[c:75]2[cH:76][cH:77][cH:78][cH:79][cH:80]2)([P:81]([c:82]2[cH:83][cH:84][cH:85][cH:86][cH:87]2)([c:88]2[cH:89][cH:90][cH:91][cH:92][cH:93]2)[c:94]2[cH:95][cH:96][cH:97][cH:98][cH:99]2)[P:100]([c:101]2[cH:102][cH:103][cH:104][cH:105][cH:106]2)([c:107]2[cH:108][cH:109][cH:110][cH:111][cH:112]2)[c:113]2[cH:114][cH:115][cH:116][cH:117][cH:118]2)([c:119]2[cH:120][cH:121][cH:122][cH:123][cH:124]2)[c:125]2[cH:126][cH:127][cH:128][cH:129][cH:130]2)[cH:131][cH:132]1>>[CH2:1]([c:2]1[cH:3][cH:4][cH:5][cH:6][cH:7]1)[C:8]([C:9](=[O:10])[O:11][CH3:12])=[CH:13][c:14]1[c:15]([Cl:31])[n:16][c:17]([CH2:27][CH2:28][CH2:29][CH3:30])[n:18]1[CH2:19][c:20]1[cH:21][cH:22][c:23](-[c:39]2[c:36]([O:35][CH:32]([CH3:33])[CH3:34])[c:37](=[O:54])[c:38]2=[O:53])[cH:24][cH:25]1. Starting materials: CC(=O)NCC1CN(c2ccc(-c3ccc(COS(C)(=O)=O)cc3)c(F)c2)C(=O)O1, CN(C)C=O, [N-]=[N+]=[N-], [Na+], O. Product: CC(=O)NCC1CN(c2ccc(-c3ccc(CN=[N+]=[N-])cc3)c(F)c2)C(=O)O1. Reaction SMILES: [C:1]([CH3:2])(=[O:3])[NH:4][CH2:5][CH:6]1[CH2:7][N:8]([c:12]2[cH:13][c:14]([F:30])[c:15](-[c:18]3[cH:19][cH:20][c:21]([CH2:24][O:25][S:26]([CH3:27])(=[O:28])=[O:29])[cH:22][cH:23]3)[cH:16][cH:17]2)[C:9](=[O:11])[O:10]1.[CH3:36][N:37]([CH3:38])[CH:39]=[O:40].[N-:32]=[N+:33]=[N-:34].[Na+:31].[OH2:35]>>[C:1]([CH3:2])(=[O:3])[NH:4][CH2:5][CH:6]1[CH2:7][N:8]([c:12]2[cH:13][c:14]([F:30])[c:15](-[c:18]3[cH:19][cH:20][c:21]([CH2:24][N:32]=[N+:33]=[N-:34])[cH:22][cH:23]3)[cH:16][cH:17]2)[C:9](=[O:11])[O:10]1. Reactants: C=Cc1ccc(CC)nc1, CN1CCc2[nH]c3ccc(Cl)cc3c2C1, [K+], [OH-], O. Yields the product CCc1ccc(CCn2c3c(c4cc(Cl)ccc42)CN(C)CC3)cn1. As a reaction SMILES: [CH2:18]([CH3:19])[c:20]1[n:21][cH:22][c:23]([CH:26]=[CH2:27])[cH:24][cH:25]1.[Cl:1][c:2]1[cH:3][c:4]2[c:5]3[c:6]([nH:7][c:8]2[cH:9][cH:10]1)[CH2:11][CH2:12][N:13]([CH3:15])[CH2:14]3.[K+:17].[OH-:16].[OH2:28]>>[Cl:1][c:2]1[cH:3][c:4]2[c:5]3[c:6]([n:7]([CH2:27][CH2:26][c:23]4[cH:22][n:21][c:20]([CH2:18][CH3:19])[cH:25][cH:24]4)[c:8]2[cH:9][cH:10]1)[CH2:11][CH2:12][N:13]([CH3:15])[CH2:14]3.